This data is from the Open Reaction Database (ORD), a public repository of structured organic reaction records. The task is: describe an organic reaction: reactants, conditions, products, and yield Starting materials: [Al+3], [BH4-], O=C1OCc2cc(Br)ccc21, N#Cc1ccc2c(c1)COC2=O, CC#N, Fc1ccc(Br)cc1, [H-], [H-], [H-], [H-], [Li+], [Mg], [Na+], C1CCOC1, O. Yields the product N#Cc1ccc(C(O)c2ccc(F)cc2)c(CO)c1. As a reaction SMILES: [Al+3:36].[BH4-:33].[Br:13][c:14]1[cH:15][c:16]2[c:17]([cH:18][cH:19]1)[C:20](=[O:21])[O:22][CH2:23]2.[C:1](#[N:2])[c:3]1[cH:4][c:5]2[c:10]([cH:11][cH:12]1)[C:8](=[O:9])[O:7][CH2:6]2.[CH3:46][C:47]#[N:48].[F:24][c:25]1[cH:26][cH:27][c:28]([Br:31])[cH:29][cH:30]1.[H-:35].[H-:38].[H-:39].[H-:40].[Li+:37].[Mg:32].[Na+:34].[O:41]1[CH2:42][CH2:43][CH2:44][CH2:45]1.[OH2:49]>>[C:1](#[N:2])[c:3]1[cH:4][c:5]([CH2:6][OH:7])[c:10]([CH:8]([OH:9])[c:28]2[cH:27][cH:26][c:25]([F:24])[cH:30][cH:29]2)[cH:11][cH:12]1.